This data is from the Open Reaction Database (ORD), a public repository of structured organic reaction records. The task is: describe an organic reaction: reactants, conditions, products, and yield Reactants: O=C([O-])[O-], c1ccc(CN2CC3CC2CN3)cc1, Cc1ccccc1, N#CCCl, [K+], [K+]. The product is N#CCN1CC2CC1CN2Cc1ccccc1. Reaction SMILES: [C:1](=[O:2])([O-:3])[O-:4].[CH2:11]([c:12]1[cH:13][cH:14][cH:15][cH:16][cH:17]1)[N:18]1[CH:19]2[CH2:20][NH:21][CH:22]([CH2:23]1)[CH2:24]2.[CH3:25][c:26]1[cH:27][cH:28][cH:29][cH:30][cH:31]1.[Cl:7][CH2:8][C:9]#[N:10].[K+:5].[K+:6]>>[CH2:8]([C:9]#[N:10])[N:21]1[CH2:20][CH:19]2[N:18]([CH2:11][c:12]3[cH:13][cH:14][cH:15][cH:16][cH:17]3)[CH2:23][CH:22]1[CH2:24]2. Reactants: BrCCCBr, [Na+], [OH-], O, Oc1c(Cl)cccc1Cl. Yields the product Clc1cccc(Cl)c1OCCCBr. As a reaction SMILES: [Br:10][CH2:11][CH2:12][CH2:13][Br:14].[Na+:16].[OH-:15].[OH2:17].[OH:1][c:2]1[c:3]([Cl:4])[cH:5][cH:6][cH:7][c:8]1[Cl:9]>>[O:1]([c:2]1[c:3]([Cl:4])[cH:5][cH:6][cH:7][c:8]1[Cl:9])[CH2:13][CH2:12][CH2:11][Br:10]. As a reaction SMILES: [CH:1]([NH2:2])=[O:3].[OH:13][c:14]1[n:15][cH:16][n:17][c:18]2[cH:19][cH:20][c:21]([N+:24](=[O:25])[O-:26])[cH:22][c:23]12.[OH:4][N+:5](=[O:6])[O-:7].[S:27]([Cl:28])([Cl:29])=[O:30].[S:8](=[O:9])(=[O:10])([OH:11])[OH:12]>>[c:14]1([Cl:29])[n:15][cH:16][n:17][c:18]2[cH:19][cH:20][c:21]([N+:24](=[O:25])[O-:26])[cH:22][c:23]12. Product: O=[N+]([O-])c1ccc2ncnc(Cl)c2c1. Starting materials: NC=O, O=[N+]([O-])c1ccc2ncnc(O)c2c1, O=[N+]([O-])O, O=S(Cl)Cl, O=S(=O)(O)O. Reactants: CCCC1CC(C(CN2CC(=O)N(c3ccccc3Cl)CC2(C)C)NC(=O)OC(C)(C)C)OC1=O, CC(C)(C)CN, O, Oc1ccccn1. Product: CCCC(CC(O)C(CN1CC(=O)N(c2ccccc2Cl)CC1(C)C)NC(=O)OC(C)(C)C)C(=O)NCC(C)(C)C. As a reaction SMILES: [C:8]([CH3:9])([CH3:10])([CH3:11])[O:12][C:13]([NH:14][CH:15]([CH2:16][N:17]1[C:18]([CH3:31])([CH3:32])[CH2:19][N:20]([c:24]2[c:25]([Cl:30])[cH:26][cH:27][cH:28][cH:29]2)[C:21](=[O:23])[CH2:22]1)[CH:33]1[O:34][C:35](=[O:41])[CH:36]([CH2:38][CH2:39][CH3:40])[CH2:37]1)=[O:42].[CH3:44][C:45]([CH2:46][NH2:47])([CH3:48])[CH3:49].[OH2:43].[OH:1][c:2]1[cH:3][cH:4][cH:5][cH:6][n:7]1>>[C:8]([CH3:9])([CH3:10])([CH3:11])[O:12][C:13]([NH:14][CH:15]([CH2:16][N:17]1[C:18]([CH3:31])([CH3:32])[CH2:19][N:20]([c:24]2[c:25]([Cl:30])[cH:26][cH:27][cH:28][cH:29]2)[C:21](=[O:23])[CH2:22]1)[CH:33]([OH:34])[CH2:37][CH:36]([C:35](=[O:41])[NH:47][CH2:46][C:45]([CH3:44])([CH3:48])[CH3:49])[CH2:38][CH2:39][CH3:40])=[O:42].